From a dataset of the Open Reaction Database (ORD), a public repository of structured organic reaction records. describe an organic reaction: reactants, conditions, products, and yield The reactants are N1N=CC2=CC(=CC=C12)OC1=C(C(=O)OC)C=CC=C1 (methyl 2-(1H-indazol-5-yloxy)benzoate), Cl (hydrochloric acid), [OH-].[Na+] (sodium hydroxide). The solvent is O1CCCC1 (tetrahydrofuran), CO (methanol). Conditions: temperature 60 celsius, time 40 minute. Yields the product N1N=CC2=CC(=CC=C12)OC1=C(C(=O)O)C=CC=C1 (2-(1H-indazol-5-yloxy)benzoic acid). Isolated yield 86.8%. As a reaction SMILES: [NH:1]1[C:9]2[C:4](=[CH:5][C:6]([O:10][C:11]3[CH:20]=[CH:19][CH:18]=[CH:17][C:12]=3[C:13]([O:15]C)=[O:14])=[CH:7][CH:8]=2)[CH:3]=[N:2]1.[OH-].[Na+].Cl>O1CCCC1.CO>[NH:1]1[C:9]2[C:4](=[CH:5][C:6]([O:10][C:11]3[CH:20]=[CH:19][CH:18]=[CH:17][C:12]=3[C:13]([OH:15])=[O:14])=[CH:7][CH:8]=2)[CH:3]=[N:2]1 |f:1.2|. Procedure: The methyl 2-(1H-indazol-5-yloxy)benzoate (960 mg, 3.58 mmol) synthesized in Example 478 was dissolved in a mixture of tetrahydrofuran (10 ml) and methanol (5 ml), and a 1N-aqueous sodium hydroxide solution (7 ml) was added thereto at room temperature and then stirred at 60° C. for 40 minutes. After the reaction, the reaction solution was cooled to 0° C., adjusted to pH 4 with a 2N-aqueous hydrochloric acid solution, and then extracted with ethyl acetate. The organic layer was washed with a satu... The reactants are CC1(OCCO1)C1=CC=C(O1)CN1N=C(C=C1)N (1-[5-(2-methyl-[1,3]dioxolan-2-yl)-furan-2-ylmethyl]-1H-pyrazol-3-ylamine), FC=1C=C(C=CC1)C1=C(N=C(O1)C)C(=O)O (5-(3-fluoro-phenyl)-2-methyl-oxazole-4-carboxylic acid), 05b. Yields the product C(C)(=O)C1=CC=C(O1)CN1N=C(C=C1)NC(=O)C=1N=C(OC1C1=CC(=CC=C1)F)C (5-(3-Fluoro-phenyl)-2-methyl-oxazole-4-carboxylic acid [1-(5-acetyl-furan-2-ylmethyl)-1H-pyrazol-3-yl]-amide). RXN SMILES: [CH3:1][C:2]1([C:7]2[O:11][C:10]([CH2:12][N:13]3[CH:17]=[CH:16][C:15]([NH2:18])=[N:14]3)=[CH:9][CH:8]=2)[O:6]CCO1.[F:19][C:20]1[CH:21]=[C:22]([C:26]2[O:30][C:29]([CH3:31])=[N:28][C:27]=2[C:32](O)=[O:33])[CH:23]=[CH:24][CH:25]=1>>[C:2]([C:7]1[O:11][C:10]([CH2:12][N:13]2[CH:17]=[CH:16][C:15]([NH:18][C:32]([C:27]3[N:28]=[C:29]([CH3:31])[O:30][C:26]=3[C:22]3[CH:23]=[CH:24][CH:25]=[C:20]([F:19])[CH:21]=3)=[O:33])=[N:14]2)=[CH:9][CH:8]=1)(=[O:6])[CH3:1]. Procedure details: Following general procedure B followed by T, starting from 1-[5-(2-methyl-[1,3]dioxolan-2-yl)-furan-2-ylmethyl]-1H-pyrazol-3-ylamine and 5-(3-fluoro-phenyl)-2-methyl-oxazole-4-carboxylic acid. LC-MS-conditions 05b: tR=1.09 min; [M+H]+=409.11. The reactants are C1OC=2C=C(C=CC2O1)C1C(C(C2=CC=CC=C12)C1=CC=CC=C1)C(=O)OCC (ethyl(1RS,2SR,3SR)-1-(3,4-methylenedioxyphenyl)-3-phenylindane-2-carboxylate), [OH-].[K+] (KOH). The reagents and catalysts are CCO (EtOH). The solvent is C1CCOC1 (THF). Conditions: time 8 hour. Yields the product C1OC=2C=C(C=CC2O1)C1C(C(C2=CC=CC=C12)C1=CC=CC=C1)C(=O)O ((1RS,2RS,3SR)-1-(3,4-Methylenedioxyphenyl)-3-phenylindane-2-carboxylic acid), solid. The yield is 51.0%. RXN SMILES: [CH2:1]1[O:9][C:8]2[CH:7]=[CH:6][C:5]([CH:10]3[C:18]4[C:13](=[CH:14][CH:15]=[CH:16][CH:17]=4)[CH:12]([C:19]4[CH:24]=[CH:23][CH:22]=[CH:21][CH:20]=4)[CH:11]3[C:25]([O:27]CC)=[O:26])=[CH:4][C:3]=2[O:2]1.[OH-].[K+]>CCO.C1COCC1>[CH2:1]1[O:9][C:8]2[CH:7]=[CH:6][C:5]([CH:10]3[C:18]4[C:13](=[CH:14][CH:15]=[CH:16][CH:17]=4)[CH:12]([C:19]4[CH:20]=[CH:21][CH:22]=[CH:23][CH:24]=4)[CH:11]3[C:25]([OH:27])=[O:26])=[CH:4][C:3]=2[O:2]1 |f:1.2|. Reported procedure: To a solution of ethyl(1RS,2SR,3SR)-1-(3,4-methylenedioxyphenyl)-3-phenylindane-2-carboxylate (650 mg, 1.68 mmol) in EtOH containing a few drops of THF was added 6M KOH (1.68 ml, 10.1 mmol). The resulting mixture was allowed to stir at room temperature overnight, then was concentrated under reduced pressure. The residue was partitioned between H2O and Et2O. The aqueous phase was acidified with 3M HCl and extracted several times with EtOAc. The combined EtOAc extracts were washed successively wit... Isolated yield 162.7%. Reactants: O1C(=CC=C1)C=1SC=C(N1)C(=O)NC1=NN=NN1 (2-(2-furyl)-N-(1H-tetrazole-5-yl)-4-thiazolecarboxamide), NCCO (2 -aminoethanol). Run in CO (methanol). RXN SMILES: [O:1]1[CH:5]=[CH:4][CH:3]=[C:2]1[C:6]1[S:7][CH:8]=[C:9]([C:11]([NH:13][C:14]2[NH:18][N:17]=[N:16][N:15]=2)=[O:12])[N:10]=1.NCCO>CO>[NH2:10][CH2:6][CH2:2][OH:1].[O:1]1[CH:5]=[CH:4][CH:3]=[C:2]1[C:6]1[S:7][CH:8]=[C:9]([C:11]([NH:13][C:14]2[NH:18][N:17]=[N:16][N:15]=2)=[O:12])[N:10]=1 |f:3.4|. Product: NCCO.O1C(=CC=C1)C=1SC=C(N1)C(=O)NC1=NN=NN1 (2-(2-furyl)-N-(1H-tetrazole-5-yl)-4-thiazolecarboxamide 2-aminoethanol salt). Procedure details: To a suspension of 2-(2-furyl)-N-(1H-tetrazole-5-yl)-4-thiazolecarboxamide (100 mg) in dry methanol (10 ml) was added 2 -aminoethanol (0.025 ml) and allowed to react, after dissolving, at room temperature for 30 minutes. Then the solvent was removed from the reaction mixture and the residue was crystallized by triturating with dry ether. The produced crystals were filtered with suction and dried to give yellow solids of 2-(2-furyl)-N-(1H-tetrazole-5-yl)-4-thiazolecarboxamide 2-aminoethanol salt ... Reactants: C1COCCN1, CN(C)C=O, CC(C)N1CCC(NS(=O)(=O)CC(C)(C)NC(=O)OCC2c3ccccc3-c3ccccc32)CC1. The product is CC(C)N1CCC(NS(=O)(=O)CC(C)(C)N)CC1. As a reaction SMILES: [CH2:36]1[NH:37][CH2:38][CH2:39][O:40][CH2:41]1.[O:42]=[CH:43][N:44]([CH3:45])[CH3:46].[cH:1]1[c:2]2[c:14]([cH:15][cH:16][cH:35]1)-[c:9]1[c:8]([cH:13][cH:12][cH:11][cH:10]1)[CH:3]2[CH2:4][O:5][C:6](=[O:7])[NH:17][C:18]([CH2:19][S:20]([NH:21][CH:22]1[CH2:23][CH2:24][N:25]([CH:28]([CH3:29])[CH3:30])[CH2:26][CH2:27]1)(=[O:31])=[O:32])([CH3:33])[CH3:34]>>[NH2:17][C:18]([CH2:19][S:20]([NH:21][CH:22]1[CH2:23][CH2:24][N:25]([CH:28]([CH3:29])[CH3:30])[CH2:26][CH2:27]1)(=[O:31])=[O:32])([CH3:33])[CH3:34].